Dataset: the Open Reaction Database (ORD), a public repository of structured organic reaction records. Task: describe an organic reaction: reactants, conditions, products, and yield Reactants: C(C)(C)(C)OC(=O)N1[C@@H](CC(C1)=NOC)C(=O)O ((2S,4EZ)-1-(tert-butoxycarbonyl)-4-(methoxyimino)-2-pyrrolidinecarboxylic acid), N1=CC=C(C=C1)C1=CC=C(C(=O)O)C=C1 (4-(4-pyridinyl)benzoic acid), C1(=CC=CC=C1)NCCN (N1-phenyl-1,2-ethanediamine). Product: N(C1=CC=CC=C1)CCNC(=O)[C@H]1N(CC(C1)=NOC)C(C1=CC=C(C=C1)C1=CC=NC=C1)=O ((2S,4EZ)-N-(2-anilinoethyl)-4-(methoxyimino)-1-[4-(4-pyridinyl)benzoyl]-2-pyrrolidinecarboxamide). RXN SMILES: C(O[C:6]([N:8]1[CH2:12][C:11](=[N:13][O:14][CH3:15])[CH2:10][C@H:9]1[C:16]([OH:18])=O)=[O:7])(C)(C)C.[N:19]1[CH:24]=[CH:23][C:22]([C:25]2[CH:33]=[CH:32][C:28](C(O)=O)=[CH:27][CH:26]=2)=[CH:21][CH:20]=1.[C:34]1([NH:40][CH2:41][CH2:42][NH2:43])[CH:39]=[CH:38][CH:37]=[CH:36][CH:35]=1>>[NH:40]([CH2:41][CH2:42][NH:43][C:16]([C@@H:9]1[CH2:10][C:11](=[N:13][O:14][CH3:15])[CH2:12][N:8]1[C:6](=[O:7])[C:28]1[CH:27]=[CH:26][C:25]([C:22]2[CH:21]=[CH:20][N:19]=[CH:24][CH:23]=2)=[CH:33][CH:32]=1)=[O:18])[C:34]1[CH:39]=[CH:38][CH:37]=[CH:36][CH:35]=1. Procedure: Following the general method as outlined in Example 22, starting from (2S,4EZ)-1-(tert-butoxycarbonyl)-4-(methoxyimino)-2-pyrrolidinecarboxylic acid, 4-(4-pyridinyl)benzoic acid, and N1-phenyl-1,2-ethanediamine, the title compound was obtained in 85% purity by HPLC. MS(ESI+): m/z=458. Reactants: C(C)OC(=O)C1=NN2C(C=CC=C2)=N1 (ethyl[1,2,4]triazolo[1,5-a]pyridine-2-carboxylate), [NH4+].[Cl-] (NH4Cl), C1CCOC1 (THF), [BH4-].[Na+] (Sodium borohydride). The solvent is ClCCl (dichloromethane), C(C)O (ethanol), O (Water). Conditions: temperature 65 celsius, time 4 hour. Yields the product N=1C(=NN2C1C=CC=C2)CO ([1,2,4]Triazolo[1,5-a]pyridin-2-ylmethanol). Yield: 91.0%. RXN SMILES: C([O:3][C:4]([C:6]1[N:14]=[C:9]2[CH:10]=[CH:11][CH:12]=[CH:13][N:8]2[N:7]=1)=O)C.C1COCC1.[BH4-].[Na+].[NH4+].[Cl-]>ClCCl.O.C(O)C>[N:14]1[C:6]([CH2:4][OH:3])=[N:7][N:8]2[CH:13]=[CH:12][CH:11]=[CH:10][C:9]=12 |f:2.3,4.5|. Procedure details: Under argon atmosphere, ethyl[1,2,4]triazolo[1,5-a]pyridine-2-carboxylate (1 g, 5.23 mmol) was combined with THF (10 mL) at RT to give a brown suspension. Sodium borohydride (1.19 g, 31.4 mmol) was added in four portions. The mixture was heated to 65° C. for 15 min. After cooling down to RT, ethanol (10 mL) was added dropwise over a period of 15 min. The mixture was stirred at 65° C. for 4 h. The mixture was cooled down to 0-5° C. and NH4Cl (saturated aqueous solution, 20 mL) was added dropwise ... Starting materials: ClCCl, CN(C)C=O, N, O=S(Cl)Cl, O=C(O)CC1CCCCN1C(=O)C=Cc1c(-c2ccccc2)nn2ccccc12. Product: NC(=O)CC1CCCCN1C(=O)C=Cc1c(-c2ccccc2)nn2ccccc12. Reaction SMILES: [CH2:5]([Cl:6])[Cl:7].[CH3:38][N:39]([CH3:40])[CH:41]=[O:42].[NH3:37].[S:1]([Cl:2])([Cl:3])=[O:4].[c:8]1(-[c:14]2[n:15][n:16]3[c:17]([cH:18][cH:19][cH:20][cH:21]3)[c:22]2[CH:23]=[CH:24][C:25](=[O:26])[N:27]2[CH:28]([CH2:33][C:34](=[O:35])[OH:36])[CH2:29][CH2:30][CH2:31][CH2:32]2)[cH:9][cH:10][cH:11][cH:12][cH:13]1>>[c:8]1(-[c:14]2[n:15][n:16]3[c:17]([cH:18][cH:19][cH:20][cH:21]3)[c:22]2[CH:23]=[CH:24][C:25](=[O:26])[N:27]2[CH:28]([CH2:33][C:34](=[O:36])[NH2:37])[CH2:29][CH2:30][CH2:31][CH2:32]2)[cH:9][cH:10][cH:11][cH:12][cH:13]1. Reactants: CC(=O)[O-], CCO, Cl, NO, [Na+], CCOC(=O)C(=O)c1ccc(Oc2ccccc2)cc1. Yields the product CCOC(=O)C(=NO)c1ccc(Oc2ccccc2)cc1. As a reaction SMILES: [CH3:25][C:26](=[O:27])[O-:28].[CH3:29][CH2:30][OH:31].[ClH:21].[NH2:22][OH:23].[Na+:24].[O:1]([c:2]1[cH:3][cH:4][cH:5][cH:6][cH:7]1)[c:8]1[cH:9][cH:10][c:11]([C:14]([C:15](=[O:16])[O:17][CH2:18][CH3:19])=[O:20])[cH:12][cH:13]1>>[O:1]([c:2]1[cH:3][cH:4][cH:5][cH:6][cH:7]1)[c:8]1[cH:9][cH:10][c:11]([C:14]([C:15](=[O:16])[O:17][CH2:18][CH3:19])=[N:22][OH:23])[cH:12][cH:13]1. Starting materials: O=C(O)c1cccc([N+](=O)[O-])c1Br, Cc1ccc(C)c(N)c1. Yields the product Cc1ccc(C)c(Nc2c(C(=O)O)cccc2[N+](=O)[O-])c1. Reaction SMILES: [Br:1][c:2]1[c:3]([C:4](=[O:5])[OH:6])[cH:7][cH:8][cH:9][c:10]1[N+:11](=[O:12])[O-:13].[NH2:14][c:15]1[c:16]([CH3:22])[cH:17][cH:18][c:19]([CH3:21])[cH:20]1>>[c:2]1([NH:14][c:15]2[c:16]([CH3:22])[cH:17][cH:18][c:19]([CH3:21])[cH:20]2)[c:3]([C:4](=[O:5])[OH:6])[cH:7][cH:8][cH:9][c:10]1[N+:11](=[O:12])[O-:13].